Dataset: the Open Reaction Database (ORD), a public repository of structured organic reaction records. Task: describe an organic reaction: reactants, conditions, products, and yield Reactants: ClCCl, CCOC(C)=O, CCOC(=O)c1c(NCCC(=O)c2ccc(Cl)cc2)c2c(Cl)cc(Cl)cc2n1C(=O)OC(C)(C)C. Yields the product CCOC(=O)c1[nH]c2cc(Cl)cc(Cl)c2c1NCCC(=O)c1ccc(Cl)cc1. As a reaction SMILES: [CH2:36]([Cl:37])[Cl:38].[CH3:39][CH2:40][O:41][C:42](=[O:43])[CH3:44].[Cl:1][c:2]1[cH:3][cH:4][c:5]([C:6]([CH2:7][CH2:8][NH:9][c:10]2[c:11]([C:28](=[O:29])[O:30][CH2:31][CH3:32])[n:12]([C:21]([O:22][C:23]([CH3:24])([CH3:25])[CH3:26])=[O:27])[c:13]3[cH:14][c:15]([Cl:20])[cH:16][c:17]([Cl:19])[c:18]23)=[O:33])[cH:34][cH:35]1>>[Cl:1][c:2]1[cH:3][cH:4][c:5]([C:6]([CH2:7][CH2:8][NH:9][c:10]2[c:11]([C:28](=[O:29])[O:30][CH2:31][CH3:32])[nH:12][c:13]3[cH:14][c:15]([Cl:20])[cH:16][c:17]([Cl:19])[c:18]23)=[O:33])[cH:34][cH:35]1. Starting materials: ClC1=CC=CC2=C1C(N1[C@H](C=3N2C=NC3C(=O)OCC)CCC1)=O (ethyl (S)-8-chloro-11,12,13,13a-tetrahydro-9-oxo-9H-imidazo[1,5-a]pyrrolo[2,1-c][1,4]benzodiazepine-1-carboxylate), OCC1CCC1 (hydroxymethylcyclobutane), [C-]#N.[K+] (potassium cyanide). Run in C(C)O (ethanol). The product is ClC1=CC=CC2=C1C(N1[C@H](C=3N2C=NC3C(=O)OCC3CCC3)CCC1)=O (cyclobutylmethyl (S)-8-chloro-11,12,13,13a-tetrahydro-9-oxo-9H-imidazo[1,5-a]pyrrolo[2,1-c][1,4]benzodiazepine-1-carboxylate). As a reaction SMILES: [Cl:1][C:2]1[C:7]2[C:8](=[O:24])[N:9]3[CH2:23][CH2:22][CH2:21][C@H:10]3[C:11]3[N:12]([CH:13]=[N:14][C:15]=3[C:16]([O:18][CH2:19][CH3:20])=[O:17])[C:6]=2[CH:5]=[CH:4][CH:3]=1.O[CH2:26][CH:27]1CC[CH2:28]1.[C-]#N.[K+]>C(O)C>[Cl:1][C:2]1[C:7]2[C:8](=[O:24])[N:9]3[CH2:23][CH2:22][CH2:21][C@H:10]3[C:11]3[N:12]([CH:13]=[N:14][C:15]=3[C:16]([O:18][CH2:19][CH:20]3[CH2:28][CH2:27][CH2:26]3)=[O:17])[C:6]=2[CH:5]=[CH:4][CH:3]=1 |f:2.3|. Procedure: 10.35 g (0.03 mmol) of ethyl (S)-8-chloro-11,12,13,13a-tetrahydro-9-oxo-9H-imidazo[1,5-a]pyrrolo[2,1-c][1,4]benzodiazepine-1-carboxylate, 25 ml of hydroxymethylcyclobutane and 0.5 g of powdered potassium cyanide are heated to 165° for 2 hours, the ethanol formed being distilled off continuously. The mixture is subsequently evaporated in vacuo, the residue is taken up in chloroform, the chloroform solution is washed three times with water, dried over magnesium sulphate and evaporated. By recrysta... The reactants are CCc1cccc(CC)c1-c1cc2c(Br)cn(-c3ccc(C(C)C)cc3)c2cn1, CCCC[Sn](CCCC)(CCCC)c1nccs1, CCOC(C)=O, CN(C)C=O, c1ccc(P(c2ccccc2)(c2ccccc2)[Pd](P(c2ccccc2)(c2ccccc2)c2ccccc2)(P(c2ccccc2)(c2ccccc2)c2ccccc2)P(c2ccccc2)(c2ccccc2)c2ccccc2)cc1. The product is CCc1cccc(CC)c1-c1cc2c(-c3nccs3)cn(-c3ccc(C(C)C)cc3)c2cn1. RXN SMILES: [Br:1][c:2]1[cH:3][n:4](-[c:21]2[cH:22][cH:23][c:24]([CH:27]([CH3:28])[CH3:29])[cH:25][cH:26]2)[c:5]2[cH:6][n:7][c:8](-[c:11]3[c:12]([CH2:19][CH3:20])[cH:13][cH:14][cH:15][c:16]3[CH2:17][CH3:18])[cH:9][c:10]12.[CH2:30]([Sn:31]([CH2:32][CH2:33][CH2:34][CH3:40])([c:35]1[s:36][cH:37][cH:38][n:39]1)[CH2:41][CH2:42][CH2:43][CH3:44])[CH2:45][CH2:46][CH3:47].[CH3:53][CH2:54][O:55][C:56]([CH3:57])=[O:58].[O:48]=[CH:49][N:50]([CH3:51])[CH3:52].[cH:59]1[cH:60][cH:61][c:62]([P:63]([Pd:64]([P:65]([c:66]2[cH:67][cH:68][cH:69][cH:70][cH:71]2)([c:72]2[cH:73][cH:74][cH:75][cH:76][cH:77]2)[c:78]2[cH:79][cH:80][cH:81][cH:82][cH:83]2)([P:84]([c:85]2[cH:86][cH:87][cH:88][cH:89][cH:90]2)([c:91]2[cH:92][cH:93][cH:94][cH:95][cH:96]2)[c:97]2[cH:98][cH:99][cH:100][cH:101][cH:102]2)[P:103]([c:104]2[cH:105][cH:106][cH:107][cH:108][cH:109]2)([c:110]2[cH:111][cH:112][cH:113][cH:114][cH:115]2)[c:116]2[cH:117][cH:118][cH:119][cH:120][cH:121]2)([c:122]2[cH:123][cH:124][cH:125][cH:126][cH:127]2)[c:128]2[cH:129][cH:130][cH:131][cH:132][cH:133]2)[cH:134][cH:135]1>>[c:2]1(-[c:35]2[s:36][cH:37][cH:38][n:39]2)[cH:3][n:4](-[c:21]2[cH:22][cH:23][c:24]([CH:27]([CH3:28])[CH3:29])[cH:25][cH:26]2)[c:5]2[cH:6][n:7][c:8](-[c:11]3[c:12]([CH2:19][CH3:20])[cH:13][cH:14][cH:15][c:16]3[CH2:17][CH3:18])[cH:9][c:10]12. Reactants: ClC1=CC=C2CC(NC2=C1)=O (6-chlorooxindole), N1=C(C=CC=C1)C=O (pyridine-2-carbaldehyde), Z-6-chloro-3-pyridi-2-ylmethene-1,3-dihydro-indol-2-one. Solvent: C(C)(C)O (isopropanol). Product: ClC1=CC=C2/C(/C(NC2=C1)=O)=C/C1=NC=CC=C1 (Z-6-chloro-3-(1-pyridin-2-yl-methylidene)-1,3-dihydro-indol-2-one). Reaction SMILES: [Cl:1][C:2]1[CH:10]=[C:9]2[C:5]([CH2:6][C:7](=[O:11])[NH:8]2)=[CH:4][CH:3]=1.[N:12]1[CH:17]=[CH:16][CH:15]=[CH:14][C:13]=1[CH:18]=O>C(O)(C)C>[Cl:1][C:2]1[CH:10]=[C:9]2[C:5](/[C:6](=[CH:18]/[C:13]3[CH:14]=[CH:15][CH:16]=[CH:17][N:12]=3)/[C:7](=[O:11])[NH:8]2)=[CH:4][CH:3]=1. Procedure: In a manner similar to the method described in example 1, 6-chlorooxindole (4.12 g, 24.7 mmol) (Avocado) and pyridine-2-carbaldehyde (2.96 g, 24.7 mmol) (Aldrich) in isopropanol to give a mixture of E/Z-6-chloro-3-pyridi-2-ylmethene-1,3-dihydro-indol-2-one as a bright yellow solid (Yield 6.0 g, 94.6%) and used for the next step without further purification. Reactants: ClC1=C(C(=O)OC2C(CCCC2)C)C=C(C=C1)NC(C1=CC=CC=C1)=O (2-methylcyclohexyl 2-chloro-5-(benzoylamino)benzoate), COC=1C=CC(=CC1)P2(=S)SP(=S)(S2)C=3C=CC(=CC3)OC (Lawesson's Reagent), C([O-])(O)=O.[Na+] (sodium bicarbonate), C1(=CC=CC=C1)C (toluene). The product is ClC1=C(C(=O)OC2C(CCCC2)C)C=C(C=C1)NCSC1=CC=CC=C1 (2-methylcyclohexyl 2-chloro-5[(phenylthiomethyl)amino]benzoate). RXN SMILES: [Cl:1][C:2]1[CH:17]=[CH:16][C:15]([NH:18][C:19](=O)C2C=CC=CC=2)=[CH:14][C:3]=1[C:4]([O:6][CH:7]1[CH2:12][CH2:11][CH2:10][CH2:9][CH:8]1[CH3:13])=[O:5].COC1C=CC(P2(SP(C3C=CC(OC)=CC=3)(=S)S2)=[S:36])=CC=1.C(=O)(O)[O-].[Na+].[C:54]1(C)[CH:59]=[CH:58][CH:57]=[CH:56][CH:55]=1>>[Cl:1][C:2]1[CH:17]=[CH:16][C:15]([NH:18][CH2:19][S:36][C:54]2[CH:59]=[CH:58][CH:57]=[CH:56][CH:55]=2)=[CH:14][C:3]=1[C:4]([O:6][CH:7]1[CH2:12][CH2:11][CH2:10][CH2:9][CH:8]1[CH3:13])=[O:5] |f:2.3|. Reported procedure: To a solution of 2-methylcyclohexyl 2-chloro-5-(benzoylamino)benzoate (1.8 g, 0.0048 mole) in toluene (100 ml) was added Lawesson's Reagent (2.5 g), sodium bicarbonate (1.0 g) to produce the reaction mixture. The reaction mixture was stirred and refluxed for 4 hours. The reaction mixture was then cooled to ambient temperature which resulted in the formation of a white solid precipitate. The white solid was filtered off. The filtrate was then passed through a short column of aluminum oxide (neutr...